Task: describe an organic reaction: reactants, conditions, products, and yield. Dataset: the Open Reaction Database (ORD), a public repository of structured organic reaction records The reactants are C[SiH](C)OCc1ccnc(-c2cccc([N+](=O)[O-])c2)c1C(C)(C)C, CCO. Product: C[SiH](C)OCc1ccnc(-c2cccc(N)c2)c1C(C)(C)C. As a reaction SMILES: [C:1]([CH3:2])([CH3:3])([CH3:4])[c:5]1[c:6](-[c:16]2[cH:17][c:18]([N+:22]([O-:23])=[O:24])[cH:19][cH:20][cH:21]2)[n:7][cH:8][cH:9][c:10]1[CH2:11][O:12][SiH:13]([CH3:14])[CH3:15].[CH3:25][CH2:26][OH:27]>>[C:1]([CH3:2])([CH3:3])([CH3:4])[c:5]1[c:6](-[c:16]2[cH:17][c:18]([NH2:22])[cH:19][cH:20][cH:21]2)[n:7][cH:8][cH:9][c:10]1[CH2:11][O:12][SiH:13]([CH3:14])[CH3:15]. Product: CC(C)n1c(=O)[nH]c2cc(C=C3c4ccccc4COc4cc(F)ccc43)ccc21. RXN SMILES: [Br:1][CH:2]=[C:3]1[c:4]2[c:5]([cH:14][c:15]([F:18])[cH:16][cH:17]2)[O:6][CH2:7][c:8]2[c:9]1[cH:10][cH:11][cH:12][cH:13]2.[C:35](=[O:36])([O-:37])[O-:38].[CH:19]([CH3:20])([CH3:21])[n:22]1[c:23](=[O:34])[nH:24][c:25]2[c:26]1[cH:27][cH:28][c:29]([B:31]([OH:32])[OH:33])[cH:30]2.[Na+:39].[Na+:40].[O:118]1[CH2:119][CH2:120][O:121][CH2:122][CH2:123]1.[cH:41]1[cH:42][cH:43][c:44]([P:45]([Pd:46]([P:47]([c:48]2[cH:49][cH:50][cH:51][cH:52][cH:53]2)([c:54]2[cH:55][cH:56][cH:57][cH:58][cH:59]2)[c:60]2[cH:61][cH:62][cH:63][cH:64][cH:65]2)([P:66]([c:67]2[cH:68][cH:69][cH:70][cH:71][cH:72]2)([c:73]2[cH:74][cH:75][cH:76][cH:77][cH:78]2)[c:79]2[cH:80][cH:81][cH:82][cH:83][cH:84]2)[P:85]([c:86]2[cH:87][cH:88][cH:89][cH:90][cH:91]2)([c:92]2[cH:93][cH:94][cH:95][cH:96][cH:97]2)[c:98]2[cH:99][cH:100][cH:101][cH:102][cH:103]2)([c:104]2[cH:105][cH:106][cH:107][cH:108][cH:109]2)[c:110]2[cH:111][cH:112][cH:113][cH:114][cH:115]2)[cH:116][cH:117]1>>[CH:2](=[C:3]1[c:4]2[c:5]([cH:14][c:15]([F:18])[cH:16][cH:17]2)[O:6][CH2:7][c:8]2[c:9]1[cH:10][cH:11][cH:12][cH:13]2)[c:29]1[cH:28][cH:27][c:26]2[n:22]([CH:19]([CH3:20])[CH3:21])[c:23](=[O:34])[nH:24][c:25]2[cH:30]1. Reactants: Fc1ccc2c(c1)OCc1ccccc1C2=CBr, O=C([O-])[O-], CC(C)n1c(=O)[nH]c2cc(B(O)O)ccc21, [Na+], [Na+], C1COCCO1, c1ccc(P(c2ccccc2)(c2ccccc2)[Pd](P(c2ccccc2)(c2ccccc2)c2ccccc2)(P(c2ccccc2)(c2ccccc2)c2ccccc2)P(c2ccccc2)(c2ccccc2)c2ccccc2)cc1. The reactants are CS(=O)(=O)c1ccc(C(=O)O)s1, CC(CC(O)C(N)Cc1ccccc1)C(=O)NCCC(C)(C)C, ClCCl, ClCCl, CN(C)C=O, CN(C)C=O, On1nnc2ccccc21. The product is CC(CC(O)C(Cc1ccccc1)NC(=O)c1ccc(S(C)(=O)=O)s1)C(=O)NCCC(C)(C)C. RXN SMILES: [CH3:19][S:20](=[O:21])(=[O:22])[c:23]1[cH:24][cH:25][c:26]([C:28](=[O:29])[OH:30])[s:27]1.[CH3:31][C:32]([CH2:33][CH2:34][NH:35][C:36]([CH:37]([CH2:38][CH:39]([CH:40]([CH2:41][c:42]1[cH:43][cH:44][cH:45][cH:46][cH:47]1)[NH2:48])[OH:49])[CH3:50])=[O:51])([CH3:52])[CH3:53].[Cl:11][CH2:12][Cl:13].[Cl:59][CH2:60][Cl:61].[O:14]=[CH:15][N:16]([CH3:17])[CH3:18].[O:54]=[CH:55][N:56]([CH3:57])[CH3:58].[OH:1][n:2]1[c:3]2[cH:4][cH:5][cH:6][cH:7][c:8]2[n:9][n:10]1>>[CH3:19][S:20](=[O:21])(=[O:22])[c:23]1[cH:24][cH:25][c:26]([C:28](=[O:30])[NH:48][CH:40]([CH:39]([CH2:38][CH:37]([C:36]([NH:35][CH2:34][CH2:33][C:32]([CH3:31])([CH3:52])[CH3:53])=[O:51])[CH3:50])[OH:49])[CH2:41][c:42]2[cH:43][cH:44][cH:45][cH:46][cH:47]2)[s:27]1. The product is OCC12CCCC(CCC1)(C2)C2=NC=1N(C(N(C(C1N2)=O)CCC)=O)CCC (8-(5-Hydroxymethyl-bicyclo[3.3.1]non-1-yl)-1,3-dipropyl-3,7-dihydro-purine-2,6-dione). Procedure details: 5-(2,6-Dioxo-1,3-dipropyl-2,3,6,7-tetrahydro-1H-purin-8-yl)-bicyclo[3.3.1]nonane 1-carboxylic acid (700 mg) was taken in THF (25 ml). BH3.THF (1M, 3.5 ml) was added and stirred at rt overnight. Next day the reaction was quenched with MeOH. Solvent was removed by rotavap. Diluted with water and extracted with ethyl acetate, washed with water, brine, dried over Na2SO4 and concentrated. Yield 690 mg. Mass (ES+ 389) The reactants are O=C1N(C(C=2NC(=NC2N1CCC)C12CCCC(CCC1)(C2)C(=O)O)=O)CCC (5-(2,6-Dioxo-1,3-dipropyl-2,3,6,7-tetrahydro-1H-purin-8-yl)-bicyclo[3.3.1]nonane 1-carboxylic acid), B.C1CCOC1 (BH3.THF). The solvent is C1CCOC1 (THF). As a reaction SMILES: [O:1]=[C:2]1[N:10]([CH2:11][CH2:12][CH3:13])[C:9]2[N:8]=[C:7]([C:14]34[CH2:22][C:18]([C:23](O)=[O:24])([CH2:19][CH2:20][CH2:21]3)[CH2:17][CH2:16][CH2:15]4)[NH:6][C:5]=2[C:4](=[O:26])[N:3]1[CH2:27][CH2:28][CH3:29].B.C1COCC1>C1COCC1>[OH:24][CH2:23][C:18]12[CH2:22][C:14]([C:7]3[NH:6][C:5]4[C:4](=[O:26])[N:3]([CH2:27][CH2:28][CH3:29])[C:2](=[O:1])[N:10]([CH2:11][CH2:12][CH3:13])[C:9]=4[N:8]=3)([CH2:15][CH2:16][CH2:17]1)[CH2:21][CH2:20][CH2:19]2 |f:1.2|. Run at time 8 hour. The reactants are C(C)OC([C@H](CC1=CC=C(C=C1)C#CCCl)OC)=O ((2S)-3-[4-(3-Chloro-prop-1-ynyl)-phenyl]-2-methoxy-propionic acid ethyl ester), C(C1=CC=CC=C1)C1=C(C=CC(=C1)O)C(=O)C1=C(C=C(C=C1)O)CC1=CC=CC=C1 (benzyl-4-hydroxyphenylketone). Yields the product CO[C@H](C(=O)O)CC1=CC=C(C=C1)C#CCOC1=CC=C(C=C1)C(CC1=CC=CC=C1)=O ((2S)-2-Methoxy-3-{4-[3-(4-phenylacetyl-phenoxy)-prop-1-ynyl]-phenyl}-propionic acid). RXN SMILES: C([O:3][C:4](=[O:19])[C@@H:5]([O:17][CH3:18])[CH2:6][C:7]1[CH:12]=[CH:11][C:10]([C:13]#[C:14][CH2:15]Cl)=[CH:9][CH:8]=1)C.C([C:27]1[CH:32]=[C:31]([OH:33])[CH:30]=[CH:29][C:28]=1[C:34]([C:36]1C=CC(O)=CC=1CC1C=CC=CC=1)=[O:35])C1C=CC=CC=1>>[CH3:18][O:17][C@@H:5]([CH2:6][C:7]1[CH:8]=[CH:9][C:10]([C:13]#[C:14][CH2:15][O:33][C:31]2[CH:32]=[CH:27][C:28]([C:34](=[O:35])[CH2:36][C:7]3[CH:12]=[CH:11][CH:10]=[CH:9][CH:8]=3)=[CH:29][CH:30]=2)=[CH:11][CH:12]=1)[C:4]([OH:3])=[O:19]. Reported procedure: The title compound was prepared from (2S)-3-[4-(3-Chloro-prop-1-ynyl)-phenyl]-2-methoxy-propionic acid ethyl ester from Example 5, Step A and benzyl-4-hydroxyphenylketone in a manner analogous to that described for Example 5, Step B. MS(ES) for C27H24O5 [M−H]−: 427.2. Procedure: 30 μl of triethylamine, 30 μl of morpholine, 45 mg of WSC.HCl and 30 mg of HOBt were added to 2 ml of a THF solution of 52 mg of 1-{3-chloro-5-[(4-(4-chlorothiophen-2-yl)-5-{[(3-methoxypropyl)(methyl)amino]methyl}thiazol-2-yl)carbamoyl]-2-pyridyl}piperidine-4-carboxylic acid hydrochloride, and the mixture was stirred overnight at room temperature. Chloroform was added to the reaction solution. The organic layer was washed with a saturated sodium hydrogencarbonate aqueous solution, with water and... The solvent is C(Cl)(Cl)Cl (Chloroform), C1CCOC1 (THF), C(C)N(CC)CC (triethylamine). The reactants are N1CCOCC1 (morpholine), CCN=C=NCCCN(C)C.Cl (WSC.HCl), C=1C=CC2=C(C1)N=NN2O (HOBt), Cl.ClC=1C(=NC=C(C1)C(NC=1SC(=C(N1)C=1SC=C(C1)Cl)CN(C)CCCOC)=O)N1CCC(CC1)C(=O)O (1-{3-chloro-5-[(4-(4-chlorothiophen-2-yl)-5-{[(3-methoxypropyl)(methyl)amino]methyl}thiazol-2-yl)carbamoyl]-2-pyridyl}piperidine-4-carboxylic acid hydrochloride). RXN SMILES: [NH:1]1[CH2:6][CH2:5][O:4][CH2:3][CH2:2]1.CCN=C=NCCCN(C)C.Cl.C1C=CC2N(O)N=NC=2C=1.Cl.[Cl:30][C:31]1[C:32]([N:59]2[CH2:64][CH2:63][CH:62]([C:65](O)=[O:66])[CH2:61][CH2:60]2)=[N:33][CH:34]=[C:35]([C:37](=[O:58])[NH:38][C:39]2[S:40][C:41]([CH2:50][N:51]([CH2:53][CH2:54][CH2:55][O:56][CH3:57])[CH3:52])=[C:42]([C:44]3[S:45][CH:46]=[C:47]([Cl:49])[CH:48]=3)[N:43]=2)[CH:36]=1>C(Cl)(Cl)Cl.C1COCC1.C(N(CC)CC)C>[ClH:30].[Cl:30][C:31]1[C:32]([N:59]2[CH2:60][CH2:61][CH:62]([C:65]([N:1]3[CH2:6][CH2:5][O:4][CH2:3][CH2:2]3)=[O:66])[CH2:63][CH2:64]2)=[N:33][CH:34]=[C:35]([CH:36]=1)[C:37]([NH:38][C:39]1[S:40][C:41]([CH2:50][N:51]([CH2:53][CH2:54][CH2:55][O:56][CH3:57])[CH3:52])=[C:42]([C:44]2[S:45][CH:46]=[C:47]([Cl:49])[CH:48]=2)[N:43]=1)=[O:58] |f:1.2,4.5,9.10|. Run at time 8 hour. The product is Cl.ClC=1C(=NC=C(C(=O)NC=2SC(=C(N2)C=2SC=C(C2)Cl)CN(C)CCCOC)C1)N1CCC(CC1)C(=O)N1CCOCC1 (5-chloro-N-(4-(4-chlorothiophen-2-yl)-5-{[(3-methoxypropyl)(methyl)amino]methyl}thiazol-2-yl)-6-[4-(morpholinocarbonyl)piperidino]nicotinamide hydrochloride). Starting materials: COC1=CC=C(NC=2SC3=C(C(N2)=O)C=CC=N3)C=C1 (2-(4-methoxyanilino)-4H-pyrido[3,2-e]-1,3-thiazin-4-one), [H-].[Li+] (lithium hydride), C(CC)I (propyl iodide). Yields the product COC1=CC=C(C=C1)N=C1SC2=C(C(N1CCC)=O)C=CC=N2 (2-[(4-methoxyphenyl)imino]-3-propyl-2,3-dihydro-4H-pyrido[3,2-e]-1,3-thiazin-4-one). As a reaction SMILES: [CH3:1][O:2][C:3]1[CH:20]=[CH:19][C:6]([NH:7][C:8]2[S:9][C:10]3[N:18]=[CH:17][CH:16]=[CH:15][C:11]=3[C:12](=[O:14])[N:13]=2)=[CH:5][CH:4]=1.[H-].[Li+].[CH2:23](I)[CH2:24][CH3:25]>>[CH3:1][O:2][C:3]1[CH:20]=[CH:19][C:6]([N:7]=[C:8]2[N:13]([CH2:23][CH2:24][CH3:25])[C:12](=[O:14])[C:11]3[CH:15]=[CH:16][CH:17]=[N:18][C:10]=3[S:9]2)=[CH:5][CH:4]=1 |f:1.2|. Reported procedure: The reaction procedure of Example 11 was followed except that 428 mg of 2-(4-methoxyanilino)-4H-pyrido[3,2-e]-1,3-thiazin-4-one, 14 mg of lithium hydride and 0.15 ml of propyl iodide were used. As a result, 227 mg of 2-[(4-methoxyphenyl)imino]-3-propyl-2,3-dihydro-4H-pyrido[3,2-e]-1,3-thiazin-4-one was obtained as a low polarity substance, and 78 mg of 2-[N-(4-methoxyphenyl)-N-propylamino]-4H-pyrido[3,2-e]-1,3-thiazin-4-one was obtained as a high polarity substance. Reactants: Formula 3, C(#N)C1=CC=C2C(C(=O)NC2=O)=C1 (5-cyanophthalimide), [Cl-].[NH4+] (ammonium chloride), COC1=CC=C(C=C1)[Mg]Br (4-methoxyphenylmagnesium bromide). Solvent: ClCCl (dichloromethane). Run at temperature -78 celsius, time 16 hour. Yields the product OCC=1C=C(C#N)C=CC1C(C1=CC=C(C=C1)OC)=O (3-hydroxymethyl-4-(4-methoxybenzoyl)benzonitrile). Reaction SMILES: [C:1]([C:3]1[CH:13]=[C:7]2[C:8](N[C:11](=[O:12])[C:6]2=[CH:5][CH:4]=1)=[O:9])#[N:2].[CH3:14][O:15][C:16]1[CH:21]=[CH:20][C:19]([Mg]Br)=[CH:18][CH:17]=1.[Cl-].[NH4+]>ClCCl>[OH:9][CH2:8][C:7]1[CH:13]=[C:3]([CH:4]=[CH:5][C:6]=1[C:11](=[O:12])[C:19]1[CH:20]=[CH:21][C:16]([O:15][CH3:14])=[CH:17][CH:18]=1)[C:1]#[N:2] |f:2.3|. Procedure: 20.0 g (125.6 mmol) of 5-cyanophthalimide was dissolved in 200 ml of anhydrous dichloromethane. The solution was cooled to −78° C., and 188 ml of 4-methoxyphenylmagnesium bromide (1 M in THF, 188 mmol) was added dropwise. The mixture was raised to room temperature and stirred for 16 hrs, followed by addition of a saturated ammonium chloride solution. An organic layer was dried over anhydrous magnesium sulfate, and filtered. The solvent was evaporated under reduced pressure, thereby yielding a ye... The reactants are BrC(=C[C@@H]1[C@]2(C)[C@@H](CC1)[C@@H]1CC[C@H]3C[C@@H](CC[C@]3(C)[C@H]1CC2)O[Si](C2=CC=CC=C2)(C2=CC=CC=C2)C(C)(C)C)Br (1,1-dibromo-2-[3α-(t-butyldiphenylsilyloxy)-5α-androstan-17β-yl]-ethylene), solution, (n-Bu)4N. Solvent: O1CCCC1 (tetrahydrofuran). Reaction conditions: time 48 hour. The product is BrC#C[C@@H]1[C@]2(C)[C@@H](CC1)[C@@H]1CC[C@H]3C[C@@H](CC[C@]3(C)[C@H]1CC2)O (17β-(2-bromoethynyl)-5α-androstane-3α-ol). Isolated yield 70.0%. As a reaction SMILES: [Br:1][C:2](Br)=[CH:3][C@H:4]1[CH2:9][CH2:8][C@H:7]2[C@H:10]3[C@H:20]([CH2:21][CH2:22][C@:5]12[CH3:6])[C@:18]1([CH3:19])[C@H:13]([CH2:14][C@H:15]([O:23][Si](C(C)(C)C)(C2C=CC=CC=2)C2C=CC=CC=2)[CH2:16][CH2:17]1)[CH2:12][CH2:11]3>O1CCCC1>[Br:1][C:2]#[C:3][C@H:4]1[CH2:9][CH2:8][C@H:7]2[C@H:10]3[C@H:20]([CH2:21][CH2:22][C@:5]12[CH3:6])[C@:18]1([CH3:19])[C@H:13]([CH2:14][C@H:15]([OH:23])[CH2:16][CH2:17]1)[CH2:12][CH2:11]3. Procedure: A solution of 1,1-dibromo-2-[3α-(t-butyldiphenylsilyloxy)-5α-androstan-17β-yl]-ethylene (0.074 mmol) in anhydrous tetrahydrofuran (3 mL) was treated with a 1M solution of (n-Bu)4N+F− (1.48 mL, 1.48 mmol) and the resulting solution was stirred at RT for 48 h. The mixture was quenched with saturated aqueous NH4Cl solution. Ethyl acetate was added and the organic layer was extracted with water and brine and was dried (Na2SO4). Evaporation of the solvent in vacuo followed by purification of the resi...